The task is: describe an organic reaction: reactants, conditions, products, and yield. This data is from the Open Reaction Database (ORD), a public repository of structured organic reaction records. The reactants are NC(=O)c1ccc(OCCCNCc2ccccc2)cc1O, CC(C)O, c1ccc(C2CO2)cc1. Yields the product NC(=O)c1ccc(OCCCN(Cc2ccccc2)CC(O)c2ccccc2)cc1O. As a reaction SMILES: [C:1]([NH2:2])(=[O:3])[c:4]1[c:5]([OH:22])[cH:6][c:7]([O:8][CH2:9][CH2:10][CH2:11][NH:12][CH2:13][c:14]2[cH:15][cH:16][cH:17][cH:18][cH:19]2)[cH:20][cH:21]1.[CH:32]([OH:33])([CH3:34])[CH3:35].[c:23]1([CH:29]2[CH2:30][O:31]2)[cH:24][cH:25][cH:26][cH:27][cH:28]1>>[C:1]([NH2:2])(=[O:3])[c:4]1[c:5]([OH:22])[cH:6][c:7]([O:8][CH2:9][CH2:10][CH2:11][N:12]([CH2:13][c:14]2[cH:15][cH:16][cH:17][cH:18][cH:19]2)[CH2:30][CH:29]([c:23]2[cH:24][cH:25][cH:26][cH:27][cH:28]2)[OH:31])[cH:20][cH:21]1.